This data is from the Open Reaction Database (ORD), a public repository of structured organic reaction records. The task is: describe an organic reaction: reactants, conditions, products, and yield Starting materials: Cc1cc(Br)ccc1O, C1CCOC1, CI, [K+], [K+], O=C([O-])[O-]. The product is COc1ccc(Br)cc1C. Reaction SMILES: [Br:1][c:2]1[cH:3][c:4]([CH3:9])[c:5]([OH:8])[cH:6][cH:7]1.[CH2:18]1[O:19][CH2:20][CH2:21][CH2:22]1.[I:16][CH3:17].[K+:10].[K+:11].[O-:12][C:13]([O-:14])=[O:15]>>[Br:1][c:2]1[cH:3][c:4]([CH3:9])[c:5]([O:8][CH3:13])[cH:6][cH:7]1. Reaction SMILES: I[C:2]1[CH:12]=[CH:11][C:5]([C:6]([O:8]CC)=[O:7])=[CH:4][CH:3]=1.[F:13][C:14]1[CH:15]=[C:16]([C:21]#[CH:22])[CH:17]=[CH:18][C:19]=1[F:20].C(NCC)C.[Li+].[OH-].Cl>CN(C=O)C.O.C1C=CC([P]([Pd]([P](C2C=CC=CC=2)(C2C=CC=CC=2)C2C=CC=CC=2)([P](C2C=CC=CC=2)(C2C=CC=CC=2)C2C=CC=CC=2)[P](C2C=CC=CC=2)(C2C=CC=CC=2)C2C=CC=CC=2)(C2C=CC=CC=2)C2C=CC=CC=2)=CC=1.[Cu]I>[F:13][C:14]1[CH:15]=[C:16]([C:21]#[C:22][C:2]2[CH:3]=[CH:4][C:5]([C:6]([OH:8])=[O:7])=[CH:11][CH:12]=2)[CH:17]=[CH:18][C:19]=1[F:20] |f:3.4,^1:40,42,61,80|. Run in O (water), CN(C)C=O (DMF), EtOAc hexanes. Product: FC=1C=C(C=CC1F)C#CC1=CC=C(C(=O)O)C=C1 (4-((3,4-difluorophenyl)ethynyl)benzoic acid). Reaction conditions: temperature 60 celsius, time 4 hour. Reagents/catalysts: C=1C=CC(=CC1)[P](C=2C=CC=CC2)(C=3C=CC=CC3)[Pd]([P](C=4C=CC=CC4)(C=5C=CC=CC5)C=6C=CC=CC6)([P](C=7C=CC=CC7)(C=8C=CC=CC8)C=9C=CC=CC9)[P](C=1C=CC=CC1)(C=1C=CC=CC1)C=1C=CC=CC1 (Pd(Ph3P)4), [Cu]I (CuI). Procedure: To a solution of ethyl 4-iodobenzoate (5.0 g, 18.1 mmol) in DMF (15 mL) was added 3,4-difluorophenylacetylene (2.99 g, 21.7 mmol), Pd(Ph3P)4 (520 mg, 0.45 mmol), CuI (173 mg, 0.90 mmol) and diethylamine (3 mL). The reaction vessel was sealed and heated at 60° C. for 1 h in a microwave reactor. The reaction was cooled to room temperature, diluted with EtOAc:hexanes (2:1, 150 mL) and washed with water (2×100 mL) and brine (100 mL). The organic phase was dried over MgSO4, filtered and concentrated ... The reactants are IC1=CC=C(C(=O)OCC)C=C1 (ethyl 4-iodobenzoate), FC=1C=C(C=CC1F)C#C (3,4-difluorophenylacetylene), C(C)NCC (diethylamine), [Li+].[OH-] (LiOH), Cl (HCl). The reactants are [BH4-], C1CCOC1, CCCCC(=O)c1cccc(-c2ccc(C(F)(F)F)cc2)n1, [Na+], O. The product is CCCCC(O)c1cccc(-c2ccc(C(F)(F)F)cc2)n1. Reaction SMILES: [BH4-:23].[CH2:25]1[O:26][CH2:27][CH2:28][CH2:29]1.[F:1][C:2]([c:3]1[cH:4][cH:5][c:6](-[c:9]2[cH:10][cH:11][cH:12][c:13]([C:15]([CH2:16][CH2:17][CH2:18][CH3:19])=[O:20])[n:14]2)[cH:7][cH:8]1)([F:21])[F:22].[Na+:24].[OH2:30]>>[F:1][C:2]([c:3]1[cH:4][cH:5][c:6](-[c:9]2[cH:10][cH:11][cH:12][c:13]([CH:15]([CH2:16][CH2:17][CH2:18][CH3:19])[OH:20])[n:14]2)[cH:7][cH:8]1)([F:21])[F:22]. Reactants: BrC(Br)(Br)Br, CC(C)c1nc2ccccc2c(-c2ccc(F)cc2)c1C=O, c1ccc(P(c2ccccc2)c2ccccc2)cc1. Yields the product CC(C)c1nc2ccccc2c(-c2ccc(F)cc2)c1C=C(Br)Br. RXN SMILES: [C:1]([Br:2])([Br:3])([Br:4])[Br:5].[F:6][c:7]1[cH:8][cH:9][c:10](-[c:13]2[c:14]([CH:26]=[O:27])[c:15]([CH:23]([CH3:24])[CH3:25])[n:16][c:17]3[cH:18][cH:19][cH:20][cH:21][c:22]23)[cH:11][cH:12]1.[c:28]1([P:29]([c:30]2[cH:31][cH:32][cH:33][cH:34][cH:35]2)[c:36]2[cH:37][cH:38][cH:39][cH:40][cH:41]2)[cH:42][cH:43][cH:44][cH:45][cH:46]1>>[C:1]([Br:2])([Br:5])=[CH:26][c:14]1[c:13](-[c:10]2[cH:9][cH:8][c:7]([F:6])[cH:12][cH:11]2)[c:22]2[c:17]([n:16][c:15]1[CH:23]([CH3:24])[CH3:25])[cH:18][cH:19][cH:20][cH:21]2. Starting materials: COC=1C=C(C=CC1C)C=CC(=O)Cl (3-(3-methoxy-4-methylphenyl)acryloyl chloride), [N-]=[N+]=[N-].[Na+] (sodium azide). Solvent: CC(=O)C (acetone), O (water), CC(=O)C (acetone). Product: COC=1C=C(C=CC1C)C=CC(=O)N=[N+]=[N-] (3-(3-methoxy-4-methylphenyl)acryloyl azide). RXN SMILES: [CH3:1][O:2][C:3]1[CH:4]=[C:5]([CH:10]=[CH:11][C:12](Cl)=[O:13])[CH:6]=[CH:7][C:8]=1[CH3:9].[N-:15]=[N+:16]=[N-:17].[Na+]>CC(C)=O.O>[CH3:1][O:2][C:3]1[CH:4]=[C:5]([CH:10]=[CH:11][C:12]([N:15]=[N+:16]=[N-:17])=[O:13])[CH:6]=[CH:7][C:8]=1[CH3:9] |f:1.2|. Procedure: The 3-(3-methoxy-4-methylphenyl)acryloyl chloride was dissolved in acetone (800 ml). The resulting solution was added slowly (15 min) at 0° C. to a mixture of sodium azide (13 g) in water (100 ml) and acetone (100 ml) while vigorously stirring and cooling with an ice-bath. After addition was complete the reaction mixture was stirred at 0° C. for 90 minutes while vigorously stirring. The reaction mixture was then poured out on ice-water (300ml). After stirring for 15 minutes the mixture was filte...